From a dataset of the Open Reaction Database (ORD), a public repository of structured organic reaction records. describe an organic reaction: reactants, conditions, products, and yield Yields the product NCCCOC1=C(C=C(C=C1)[N+](=O)[O-])NC(C)=O (2-acetylamino-4-nitrophenyl γ-aminopropyl ether). Conditions: temperature 0 celsius. Reaction SMILES: C1(=O)[N:5]([CH2:6][CH2:7][CH2:8][O:9][C:10]2[CH:15]=[CH:14][C:13]([N+:16]([O-:18])=[O:17])=[CH:12][C:11]=2[NH:19][C:20](=[O:22])[CH3:21])C(=O)C2=CC=CC=C12.O.NN>C(O)CC>[NH2:5][CH2:6][CH2:7][CH2:8][O:9][C:10]1[CH:15]=[CH:14][C:13]([N+:16]([O-:18])=[O:17])=[CH:12][C:11]=1[NH:19][C:20](=[O:22])[CH3:21] |f:1.2|. Run in C(CC)O (normal propyl alcohol). Reactants: C1(C=2C(C(N1CCCOC1=C(C=C(C=C1)[N+](=O)[O-])NC(C)=O)=O)=CC=CC2)=O (2-acetylamino-4-nitrophenyl γ-phthalimidopropyl ether), O.NN (hydrazine hydrate). Procedure: 0.03 mol (11.5 g) of 2-acetylamino-4-nitrophenyl γ-phthalimidopropyl ether and 3 cm3 of 98% pure hydrazine hydrate in 120 cm3 of normal propyl alcohol are heated for 15 minutes on a boiling waterbath. After hot filtration, the filtrate is cooled to 0° C. The expected product precipitates. It is taken up in a dilute solution of sodium hydroxide, and the sodium hydroxide phase is extracted with chloroform. By concentrating the solvent in vacuo, the expected product, which melts at 110°-120° C., is... Procedure: A mixture of tert-butyl 4-[(2-bromophenyl)carbamoyl]piperidine-1-carboxylate (8 mmol), benzylbromide (1.05 ml, 8.8 mmol) and Cs2CO3 (5.2 g, 16 mmol) in DMF (20 ml) is stirred at rt overnight. DMF is removed in vacuo and the residue is partitioned between H2O (40 ml) and EtOAc (40 ml). The layers are separated and the aqueous layer is extracted with EtOAc (20 ml). The combined extracts are washed with brine (20 ml), dried over Na2SO4 and evaporated. The residue is purified by flash column to give... The solvent is CN(C)C=O (DMF). Product: C(C1=CC=CC=C1)N(C(=O)C1CCN(CC1)C(=O)OC(C)(C)C)C1=C(C=CC=C1)Br (tert-butyl 4-[benzyl(2-bromophenyl)carbamoyl]piperidine-1-carboxylate). The reactants are BrC1=C(C=CC=C1)NC(=O)C1CCN(CC1)C(=O)OC(C)(C)C (tert-butyl 4-[(2-bromophenyl)carbamoyl]piperidine-1-carboxylate), C(C1=CC=CC=C1)Br (benzylbromide), C(=O)([O-])[O-].[Cs+].[Cs+] (Cs2CO3). Run at time 8 hour. RXN SMILES: [Br:1][C:2]1[CH:7]=[CH:6][CH:5]=[CH:4][C:3]=1[NH:8][C:9]([CH:11]1[CH2:16][CH2:15][N:14]([C:17]([O:19][C:20]([CH3:23])([CH3:22])[CH3:21])=[O:18])[CH2:13][CH2:12]1)=[O:10].[CH2:24](Br)[C:25]1[CH:30]=[CH:29][CH:28]=[CH:27][CH:26]=1.C([O-])([O-])=O.[Cs+].[Cs+]>CN(C=O)C>[CH2:24]([N:8]([C:3]1[CH:4]=[CH:5][CH:6]=[CH:7][C:2]=1[Br:1])[C:9]([CH:11]1[CH2:12][CH2:13][N:14]([C:17]([O:19][C:20]([CH3:23])([CH3:22])[CH3:21])=[O:18])[CH2:15][CH2:16]1)=[O:10])[C:25]1[CH:30]=[CH:29][CH:28]=[CH:27][CH:26]=1 |f:2.3.4|. Reported procedure: FIG. 5 shows the synthetic route for the chlorophenyl-substituted precursor polymer (Cl-DP-PPV) 19. See H. V. Huynh et al., Organometallics 27, 2231 (2008); X. Jing et al., Synth. Commun. 39, 492 (2009); and W. C. Wan et al., Macromolecules 30, 6567 (1997). As an example, commercially available benzimidazole 10 was reacted with two equivalents of octyl bromide to produce the benzimidazolium salt 11 in 46% yield, which was used as a condensation catalyst in the following reaction. Coupling 4-chlo... Isolated yield 69.0%. Reagents/catalysts: catalyst 11, [Fe](Cl)(Cl)Cl (iron trichloride). As a reaction SMILES: [Cl:1][C:2]1[CH:9]=[CH:8][C:5]([CH:6]=[O:7])=[CH:4][CH:3]=1>[Fe](Cl)(Cl)Cl>[Cl:1][C:2]1[CH:9]=[CH:8][C:5]([C:6]([C:6]([C:5]2[CH:8]=[CH:9][C:2]([Cl:1])=[CH:3][CH:4]=2)=[O:7])=[O:7])=[CH:4][CH:3]=1. Product: ClC1=CC=C(C=C1)C(=O)C(=O)C1=CC=C(C=C1)Cl (4,4′-dichlorobenzil). The reactants are ClC1=CC=C(C=O)C=C1 (4-chlorobenzaldehyde). Reactants: [BH4-], CCO, Cc1cc(Cl)ccc1-c1cccc(C=O)c1, [Na+]. The product is Cc1cc(Cl)ccc1-c1cccc(CO)c1. As a reaction SMILES: [BH4-:1].[CH3:19][CH2:20][OH:21].[Cl:3][c:4]1[cH:5][c:6]([CH3:18])[c:7](-[c:10]2[cH:11][c:12]([CH:16]=[O:17])[cH:13][cH:14][cH:15]2)[cH:8][cH:9]1.[Na+:2]>>[Cl:3][c:4]1[cH:5][c:6]([CH3:18])[c:7](-[c:10]2[cH:11][c:12]([CH2:16][OH:17])[cH:13][cH:14][cH:15]2)[cH:8][cH:9]1.